Dataset: the Open Reaction Database (ORD), a public repository of structured organic reaction records. Task: describe an organic reaction: reactants, conditions, products, and yield The reactants are P(=O)(OC(C1=NNC2=CC(=CC=C12)OC)=C1CCCC1)(OC)OC (Cyclopentylidene(6-methoxy-1H-indazol-3-yl)methyl dimethyl phosphate), BrCC(C(CC)(C)C)=O (1-Bromo-3,3-dimethylpentan-2-one). The product is P(=O)(OC(C1=NN(C2=CC(=CC=C12)OC)CC(C(CC)(C)C)=O)=C1CCCC1)(OC)OC (Cyclopentylidene[1-(3,3-dimethyl-2-oxopentyl)-6-methoxy-1H-indazol-3-yl]methyl dimethyl phosphate). Reaction SMILES: [P:1]([O:23][CH3:24])([O:21][CH3:22])([O:3][C:4](=[C:16]1[CH2:20][CH2:19][CH2:18][CH2:17]1)[C:5]1[C:13]2[C:8](=[CH:9][C:10]([O:14][CH3:15])=[CH:11][CH:12]=2)[NH:7][N:6]=1)=[O:2].Br[CH2:26][C:27](=[O:33])[C:28]([CH3:32])([CH3:31])[CH2:29][CH3:30]>>[P:1]([O:23][CH3:24])([O:21][CH3:22])([O:3][C:4](=[C:16]1[CH2:20][CH2:19][CH2:18][CH2:17]1)[C:5]1[C:13]2[C:8](=[CH:9][C:10]([O:14][CH3:15])=[CH:11][CH:12]=2)[N:7]([CH2:26][C:27](=[O:33])[C:28]([CH3:32])([CH3:31])[CH2:29][CH3:30])[N:6]=1)=[O:2]. Procedure: The title compound was prepared from cyclopentylidene(6-methoxy-1H-indazol-3-yl)methyl dimethyl phosphate from Step B Example 6 and 1-Bromo-3,3-dimethylpentan-2-one from Step A Example 4 using the procedure described in Method I Step C of Example 1 followed by RP-HPLC purification using 35˜100% MeCN gradient without TFA. It was obtained as a colorless solid after lyophilization. LC-MS: 3.70 min. (m/Z=339.2, 465.2, 487.1). Reactants: CCN(C(C)C)C(C)C, O=C(Cl)OC1CCOC1, ClCCl, Cl, Cl, NC1CCCCCC=CC2CC2(C(=O)NS(=O)(=O)C2CC2)NC(=O)C2CC(Oc3nccc4ccccc34)CN2C1=O. Yields the product O=C(NC1CCCCCC=CC2CC2(C(=O)NS(=O)(=O)C2CC2)NC(=O)C2CC(Oc3nccc4ccccc34)CN2C1=O)OC1CCOC1. Reaction SMILES: [CH:45]([N:46]([CH2:47][CH3:48])[CH:49]([CH3:50])[CH3:51])([CH3:52])[CH3:53].[Cl:54][C:55](=[O:56])[O:57][CH:58]1[CH2:59][O:60][CH2:61][CH2:62]1.[Cl:63][CH2:64][Cl:65].[ClH:1].[ClH:2].[NH2:3][CH:4]1[CH2:5][CH2:6][CH2:7][CH2:8][CH2:9][CH:10]=[CH:11][CH:12]2[CH2:13][C:14]2([C:36](=[O:37])[NH:38][S:39](=[O:40])(=[O:41])[CH:42]2[CH2:43][CH2:44]2)[NH:15][C:16](=[O:35])[CH:17]2[CH2:18][CH:19]([O:24][c:25]3[n:26][cH:27][cH:28][c:29]4[cH:30][cH:31][cH:32][cH:33][c:34]34)[CH2:20][N:21]2[C:22]1=[O:23]>>[NH:3]([CH:4]1[CH2:5][CH2:6][CH2:7][CH2:8][CH2:9][CH:10]=[CH:11][CH:12]2[CH2:13][C:14]2([C:36](=[O:37])[NH:38][S:39](=[O:40])(=[O:41])[CH:42]2[CH2:43][CH2:44]2)[NH:15][C:16](=[O:35])[CH:17]2[CH2:18][CH:19]([O:24][c:25]3[n:26][cH:27][cH:28][c:29]4[cH:30][cH:31][cH:32][cH:33][c:34]34)[CH2:20][N:21]2[C:22]1=[O:23])[C:55](=[O:56])[O:57][CH:58]1[CH2:59][O:60][CH2:61][CH2:62]1. The reactants are CCC(C(=O)OC)N1CCCC1, N, O. Product: CCC(C(N)=O)N1CCCC1. RXN SMILES: [N:2]1([CH:7]([C:8](=[O:9])[O:10][CH3:11])[CH2:12][CH3:13])[CH2:3][CH2:4][CH2:5][CH2:6]1.[NH3:1].[OH2:14]>>[NH2:1][C:8]([CH:7]([N:2]1[CH2:3][CH2:4][CH2:5][CH2:6]1)[CH2:12][CH3:13])=[O:9]. Starting materials: N1CCOCC1 (morpholine), CCN(C(C)C)C(C)C (DIEA), ClC1=NC(=C2N=CN(C2=N1)C=C)NC1=CC=C(C=C1)P(=O)(C)C (2-chloro-N-(4-(dimethylphosphoryl)phenyl)-9-vinyl-9H-purin-6-amine), CCCCO.CS(=O)C (n-BuOH DMSO). Reaction conditions: temperature 120 celsius. Yields the product CC1=C(/C=C/N2C3=NC(=NC(=C3N=C2)NC2=CC=C(C=C2)P(=O)(C)C)N2CCOCC2)C(=CC=C1)C ((E)-9-(2,6-dimethylstyryl)-N-(4-(dimethylphosphoryl)phenyl)-2-morpholino-9H-purin-6-amine). As a reaction SMILES: Cl[C:2]1[N:10]=[C:9]2[C:5]([N:6]=[CH:7][N:8]2[CH:11]=[CH2:12])=[C:4]([NH:13][C:14]2[CH:19]=[CH:18][C:17]([P:20]([CH3:23])([CH3:22])=[O:21])=[CH:16][CH:15]=2)[N:3]=1.[NH:24]1[CH2:29][CH2:28][O:27][CH2:26][CH2:25]1.CCN([CH:36]([CH3:38])[CH3:37])C(C)C.[CH3:39][CH2:40][CH2:41][CH2:42]O.[CH3:44]S(C)=O>>[CH3:39][C:40]1[CH:41]=[CH:42][CH:38]=[C:36]([CH3:37])[C:44]=1/[CH:12]=[CH:11]/[N:8]1[CH:7]=[N:6][C:5]2[C:9]1=[N:10][C:2]([N:24]1[CH2:29][CH2:28][O:27][CH2:26][CH2:25]1)=[N:3][C:4]=2[NH:13][C:14]1[CH:19]=[CH:18][C:17]([P:20]([CH3:23])([CH3:22])=[O:21])=[CH:16][CH:15]=1 |f:3.4|. Procedure: 2-chloro-N-(4-(dimethylphosphoryl)phenyl)-9-vinyl-9H-purin-6-amine (0.05 g, 0.11 mmol) was dissolved in n-BuOH/DMSO (1.0 mL/0.2 mL) in a CEM 10 mL microwave tube and was added morpholine (95 □L, 1.1 mmol) and DIEA (96 □L, 0.55 mmol). The reaction was heated with microwave (120° C., 10 min). Solvent was removed on a rotavapor and the residue was partitioned between EtOAc/water, organic layer was separated and dried Na2SO4. The product was purified on ISCO combiFlash (12 g silica gel column, 5% Me... Reactants: [Al+3], CN1CCNc2ccccc21, Cc1ccccc1, CCOC(C)=O, [Cl-], [Cl-], [Cl-], N#Cc1ccccc1F, O, c1ccccc1. Product: CN1CCNc2c(C(=O)c3ccccc3F)cccc21. As a reaction SMILES: [Al+3:24].[CH3:1][N:2]1[CH2:3][CH2:4][NH:5][c:6]2[cH:7][cH:8][cH:9][cH:10][c:11]21.[CH3:32][c:33]1[cH:34][cH:35][cH:36][cH:37][cH:38]1.[CH3:39][CH2:40][O:41][C:42](=[O:43])[CH3:44].[Cl-:21].[Cl-:22].[Cl-:23].[F:12][c:13]1[c:14]([C:15]#[N:16])[cH:17][cH:18][cH:19][cH:20]1.[OH2:25].[cH:26]1[cH:27][cH:28][cH:29][cH:30][cH:31]1>>[CH3:1][N:2]1[CH2:3][CH2:4][NH:5][c:6]2[c:7]([C:15]([c:14]3[c:13]([F:12])[cH:20][cH:19][cH:18][cH:17]3)=[O:25])[cH:8][cH:9][cH:10][c:11]21. The reactants are COC(=O)c1ccc(F)cc1Br, Cc1ccccc1-n1nc(C(C)(C)C)cc1N, O=C([O-])[O-], [Cs+], [Cs+], O=C(C=Cc1ccccc1)C=Cc1ccccc1, O=C(C=Cc1ccccc1)C=Cc1ccccc1, O=C(C=Cc1ccccc1)C=Cc1ccccc1, [Pd], [Pd], c1ccc(P(c2ccccc2)c2ccc3ccccc3c2-c2c(P(c3ccccc3)c3ccccc3)ccc3ccccc23)cc1. The product is COC(=O)c1ccc(F)cc1Nc1cc(C(C)(C)C)nn1-c1ccccc1C. RXN SMILES: [Br:18][c:19]1[c:20]([C:21](=[O:22])[O:23][CH3:24])[cH:25][cH:26][c:27]([F:29])[cH:28]1.[C:1]([CH3:2])([CH3:3])([CH3:4])[c:5]1[n:6][n:7](-[c:11]2[c:12]([CH3:17])[cH:13][cH:14][cH:15][cH:16]2)[c:8]([NH2:10])[cH:9]1.[C:76](=[O:77])([O-:78])[O-:79].[Cs+:80].[Cs+:81].[O:102]=[C:103]([CH:104]=[CH:105][c:106]1[cH:107][cH:108][cH:109][cH:110][cH:111]1)[CH:112]=[CH:113][c:114]1[cH:115][cH:116][cH:117][cH:118][cH:119]1.[O:120]=[C:121]([CH:122]=[CH:123][c:124]1[cH:125][cH:126][cH:127][cH:128][cH:129]1)[CH:130]=[CH:131][c:132]1[cH:133][cH:134][cH:135][cH:136][cH:137]1.[O:84]=[C:85]([CH:86]=[CH:87][c:88]1[cH:89][cH:90][cH:91][cH:92][cH:93]1)[CH:94]=[CH:95][c:96]1[cH:97][cH:98][cH:99][cH:100][cH:101]1.[Pd:82].[Pd:83].[cH:30]1[cH:31][cH:32][c:33]([P:34]([c:35]2[cH:36][cH:37][c:38]3[c:39]([cH:40][cH:41][cH:42][cH:43]3)[c:44]2-[c:45]2[c:46]3[c:47]([cH:48][cH:49][cH:50][cH:51]3)[cH:52][cH:53][c:54]2[P:55]([c:56]2[cH:57][cH:58][cH:59][cH:60][cH:61]2)[c:62]2[cH:63][cH:64][cH:65][cH:66][cH:67]2)[c:68]2[cH:69][cH:70][cH:71][cH:72][cH:73]2)[cH:74][cH:75]1>>[C:1]([CH3:2])([CH3:3])([CH3:4])[c:5]1[n:6][n:7](-[c:11]2[c:12]([CH3:17])[cH:13][cH:14][cH:15][cH:16]2)[c:8]([NH:10][c:19]2[c:20]([C:21](=[O:22])[O:23][CH3:24])[cH:25][cH:26][c:27]([F:29])[cH:28]2)[cH:9]1. The product is ClC=1C(=C(C=O)C(=CC1)Cl)C (3,6-dichloro-2-methylbenzaldehyde). Reactants: Cl (HCl), [N+](=O)([O-])C(C)C (2-nitropropane), ClC=1C(=C(CBr)C(=CC1)Cl)C (3,6-dichloro-2-methylbenzyl bromide), C[O-].[Na+] (sodium methoxide). Reported procedure: 122.4 g (0.68 mol) of a 30% strength solution of sodium methoxide are dissolved in 1030 ml of methanol, and 56.4 g ( 0.57 mol) of 90% pure 2-nitropropane and 188.5 g (0.52 mol) of 61.6% pure 3,6-dichloro-2-methylbenzyl bromide are then added. The reaction is exothermic to 53° C., and the mixture is then stirred for 90 min. The reaction mixture is poured into 2.5 l of water, the pH is adjusted to pH 7.0 using 10% strength HCl, the mixture is extracted three times with 1 l of ethyl acetate, and th... Run at time 90 minute. Reaction SMILES: C[O-].[Na+].[N+](C(C)C)([O-])=[O:5].[Cl:10][C:11]1[C:12]([CH3:20])=[C:13]([C:16]([Cl:19])=[CH:17][CH:18]=1)[CH2:14]Br.Cl>CO.O>[Cl:10][C:11]1[C:12]([CH3:20])=[C:13]([C:16]([Cl:19])=[CH:17][CH:18]=1)[CH:14]=[O:5] |f:0.1|. Run in CO (methanol), O (water). Isolated yield 94.3%. Reactants: S(=O)=O (sulfur dioxide), S(=S)(=O)([O-])[O-].[NH4+].[NH4+] (ammonium thiosulfate), O=O (oxygen), S(=S)(=O)([O-])[O-].[NH4+].[NH4+] (ammonium thiosulfate), N (ammonia). Yields the product S([O-])(O)=O.[NH4+] (ammonium bisulfite), S(=O)([O-])[O-].[NH4+].[NH4+] (ammonium sulfite). RXN SMILES: [S:1]([O-:5])([O-:4])(=[O:3])=S.[NH4+:6].[NH4+].N.O=O.S(=O)=O>>[S:1](=[O:3])([OH:5])[O-:4].[NH4+:6].[S:1]([O-:5])([O-:4])=[O:3].[NH4+:6].[NH4+:6] |f:0.1.2,6.7,8.9.10|. Procedure: A process for the continuous manufacture of crystallized ammonium thiosulfate which comprises: reacting ammonia with oxygen containing sulfur dioxide in an ammonium thiosulfate solution to form ammonium bisulfite and ammonium sulfite at a pH of from 5.5 to 7.0 and a temperature of up to 80°C; and, in a second step, converting the ammonium bisulfite and ammonium sulfite in the solution formed with ammonia and sulfur to ammonium thiosulfate at a temperature of 105°C, said temperature being obtaine... The reactants are O=C(Cl)N1Cc2ccccc2C1, O=C(NCCCCO)c1ccccc1. The product is O=C(NCCCCO)N1Cc2ccccc2C1. Reaction SMILES: [CH2:1]1[N:2]([C:10](=[O:11])[Cl:12])[CH2:3][c:4]2[cH:5][cH:6][cH:7][cH:8][c:9]21.[OH:13][CH2:14][CH2:15][CH2:16][CH2:17][NH:18][C:19](=[O:20])[c:21]1[cH:22][cH:23][cH:24][cH:25][cH:26]1>>[CH2:1]1[N:2]([C:10](=[O:11])[NH:18][CH2:17][CH2:16][CH2:15][CH2:14][OH:13])[CH2:3][c:4]2[cH:5][cH:6][cH:7][cH:8][c:9]21. Reactants: O (water), Cl.Cl.N1CCC(CC1)N1C(NC2=NC=CC=C21)=O (1-piperidin-4-yl-1,3-dihydroimidazo[4,5-b]pyridin-2-one dihydrochloride), ClC1=CN=CC(=N1)C(=O)N1CCC2=CC(=CC=C12)F ((6-chloro-pyrazin-2-yl)-(5-fluoro-2,3-dihydro-indol-1-yl)-methanone), CCN(C(C)C)C(C)C (DIPEA). The solvent is CN(C)C=O (DMF). The product is FC=1C=C2CCN(C2=CC1)C(=O)C1=CN=CC(=N1)N1CCC(CC1)N1C(NC2=NC=CC=C21)=O (1-{1-[6-(5-fluoro-2,3-dihydro-indole-1-carbonyl)-pyrazin-2-yl]-piperidin-4-yl}-1,3-dihydro-imidazo[4,5-b]pyridin-2-one). As a reaction SMILES: Cl.Cl.[NH:3]1[CH2:8][CH2:7][CH:6]([N:9]2[C:17]3[C:12](=[N:13][CH:14]=[CH:15][CH:16]=3)[NH:11][C:10]2=[O:18])[CH2:5][CH2:4]1.Cl[C:20]1[N:25]=[C:24]([C:26]([N:28]2[C:36]3[C:31](=[CH:32][C:33]([F:37])=[CH:34][CH:35]=3)[CH2:30][CH2:29]2)=[O:27])[CH:23]=[N:22][CH:21]=1.CCN(C(C)C)C(C)C.O>CN(C=O)C>[F:37][C:33]1[CH:32]=[C:31]2[C:36](=[CH:35][CH:34]=1)[N:28]([C:26]([C:24]1[N:25]=[C:20]([N:3]3[CH2:4][CH2:5][CH:6]([N:9]4[C:17]5[C:12](=[N:13][CH:14]=[CH:15][CH:16]=5)[NH:11][C:10]4=[O:18])[CH2:7][CH2:8]3)[CH:21]=[N:22][CH:23]=1)=[O:27])[CH2:29][CH2:30]2 |f:0.1.2|. Procedure details: 0.10 g (0.34 mmol) 1-piperidin-4-yl-1,3-dihydroimidazo[4,5-b]pyridin-2-one dihydrochloride, 0.11 g (0.34 mmol) (6-chloro-pyrazin-2-yl)-(5-fluoro-2,3-dihydro-indol-1-yl)-methanone and 0.20 mL (1.1 mmol) DIPEA were stirred in 1.0 mL DMF overnight at 80° C. 10 mL water were added to the reaction solution, the precipitate formed was suction filtered. The precipitate was stirred into methanol, suction filtered and dried.